This data is from the Open Reaction Database (ORD), a public repository of structured organic reaction records. The task is: describe an organic reaction: reactants, conditions, products, and yield Run in CN(C)C=O (DMF). Conditions: temperature 110 celsius, time 20 hour. Yields the product C(C)(=O)N1CCN(CC1)C=1C=CC(=NC1)NC(CC1=CC(=C(C=C1)C1=CC(=NC=C1)C)C)=O (N-(5-(4-acetylpiperazin-1-yl)pyridin-2-yl)-2-(3-methyl-4-(2-methylpyridin-4-yl)phenyl)acetamide). The reactants are C(C)(=O)N1CCN(CC1)C=1C=CC(=NC1)NC(CC1=CC(=C(C=C1)Br)C)=O (N-(5-(4-acetylpiperazin-1-yl)pyridin-2-yl)-2-(4-bromo-3-methylphenyl)acetamide), CC1=NC=CC(=C1)[Sn](CCCC)(CCCC)CCCC (2-methyl-4-(tributylstannyl)pyridine), CS(=O)C (DMSO). The reagents and catalysts are C1=CC=C(C=C1)P([C-]2C=CC=C2)C3=CC=CC=C3.C1=CC=C(C=C1)P([C-]2C=CC=C2)C3=CC=CC=C3.Cl[Pd]Cl.[Fe+2] ([1,1′-Bis(diphenylphosphino)ferrocene]dichloropalladium(II)). RXN SMILES: [C:1]([N:4]1[CH2:9][CH2:8][N:7]([C:10]2[CH:11]=[CH:12][C:13]([NH:16][C:17](=[O:27])[CH2:18][C:19]3[CH:24]=[CH:23][C:22](Br)=[C:21]([CH3:26])[CH:20]=3)=[N:14][CH:15]=2)[CH2:6][CH2:5]1)(=[O:3])[CH3:2].[CH3:28][C:29]1[CH:34]=[C:33]([Sn](CCCC)(CCCC)CCCC)[CH:32]=[CH:31][N:30]=1.CS(C)=O>CN(C=O)C.C1C=CC(P(C2C=CC=CC=2)[C-]2C=CC=C2)=CC=1.C1C=CC(P(C2C=CC=CC=2)[C-]2C=CC=C2)=CC=1.Cl[Pd]Cl.[Fe+2]>[C:1]([N:4]1[CH2:9][CH2:8][N:7]([C:10]2[CH:11]=[CH:12][C:13]([NH:16][C:17](=[O:27])[CH2:18][C:19]3[CH:24]=[CH:23][C:22]([C:33]4[CH:32]=[CH:31][N:30]=[C:29]([CH3:28])[CH:34]=4)=[C:21]([CH3:26])[CH:20]=3)=[N:14][CH:15]=2)[CH2:6][CH2:5]1)(=[O:3])[CH3:2] |f:4.5.6.7|. Procedure details: To the mixture of N-(5-(4-acetylpiperazin-1-yl)pyridin-2-yl)-2-(4-bromo-3-methylphenyl)acetamide 159-1 (65 mg, 0.15 mmol) and 2-methyl-4-(tributylstannyl)pyridine 159-2 (58 mg, 0.15 mmol) in DMF (0.8 mL) was added [1,1′-Bis(diphenylphosphino)ferrocene]dichloropalladium(II) (30 mg, 0.036 mmol). The reaction was stirred at 110° C. for 20 hours. After cooling down to room temperature, the reaction mixture was diluted into DMSO and purified by reverse-phase HPLC to give N-(5-(4-acetylpiperazin-1-yl)... Reaction conditions: temperature 25 celsius, time 18 hour. Product: CS(=O)(=O)N1CC[C@@H](N)[C@@H](O)C1. Reagents/catalysts: c1ccc(cc1)-c2c3ccccc3cc4ccccc24 (9-Phenylanthracene). Reactants: c1(ccccc1)CN, [B-](OC)(OC)OC.[Na+], C1CN(C[C@@H](C1=O)O)S(=O)(=O)C. As a reaction SMILES: [CH3:1][S:2]([N:5]1[CH2:11][C@H:9]([OH:10])[C:8](=O)[CH2:7][CH2:6]1)(=[O:4])=[O:3].[NH2:12]Cc1ccccc1.[Na+].CO[BH-](OC)OC>>[CH3:1][S:2]([N:5]1[CH2:11][C@H:9]([OH:10])[C@H:8]([NH2:12])[CH2:7][CH2:6]1)(=[O:4])=[O:3]. Reactants: C=CCC1(Cl)C(=O)CCCC1=O, Cc1ccccc1C. Product: C=CCC1=CCCC1=O. As a reaction SMILES: [Cl:1][C:2]1([CH2:10][CH:11]=[CH2:12])[C:3](=[O:9])[CH2:4][CH2:5][CH2:6][C:7]1=[O:8].[c:13]1([CH3:14])[c:15]([CH3:16])[cH:17][cH:18][cH:19][cH:20]1>>[C:2]1([CH2:10][CH:11]=[CH2:12])=[CH:4][CH2:5][CH2:6][C:7]1=[O:8]. Reactants: CN1CC(CCC1)OS(=O)(=O)C (Methanesulfonic acid 1-methylpiperidin-3-yl ester), [N-]=[N+]=[N-].[Na+] (sodium azide), O (water). Solvent: CN(C)C=O (DMF). Reaction conditions: temperature 80 celsius. Yields the product N(=[N+]=[N-])C1CN(CCC1)C (3-Azido-1-methylpiperidine). Reaction SMILES: [CH3:1][N:2]1[CH2:7][CH2:6][CH2:5][CH:4](OS(C)(=O)=O)[CH2:3]1.[N-:13]=[N+:14]=[N-:15].[Na+].O>CN(C=O)C>[N:13]([CH:4]1[CH2:5][CH2:6][CH2:7][N:2]([CH3:1])[CH2:3]1)=[N+:14]=[N-:15] |f:1.2|. Procedure details: To a stirred solution of methanesulfonic acid 1-methyl-piperidin-3-yl ester (A) (3 g, 0.17 mmol) in DMF (35 cm3) was added sodium azide (11 g, 0.17 mol). The reaction was then heated to 80° C. for 16 h, and allowed to cool before water (80 cm3) was added and the organic material was extracted into ethyl acetate (80 cm3). The aqueous layer was then extracted with a further portion ethyl acetate (60 cm3) and the combined organic collections and washed with saturated aqueous sodium chloride solutio... Starting materials: IC1=CC=C(C(=O)O)C=C1 (4-iodobenzoic acid), CSC.B (borane dimethyl sulphide). Run in O1CCCC1 (tetrahydrofuran). Yields the product IC1=CC=C(C=O)C=C1 (4-Iodobenzaldehyde). Yield: 81.4%. As a reaction SMILES: [I:1][C:2]1[CH:10]=[CH:9][C:5]([C:6](O)=[O:7])=[CH:4][CH:3]=1.CSC.B>O1CCCC1>[I:1][C:2]1[CH:10]=[CH:9][C:5]([CH:6]=[O:7])=[CH:4][CH:3]=1 |f:1.2|. Procedure: To a suspension of 4-iodobenzoic acid (14.88 g) in dry tetrahydrofuran (75 ml) was added borane dimethyl sulphide (6.12 ml ) dropwise under a nitrogen atmosphere. The reaction mixture was heated under reflux for 1 hr, after which time the reaction mixture was cooled to room temperature and evaporated under reduced pressure. The residue was dissolved indichloromethane (20 ml) and added to a suspension of the pyridinium chlorochromate (14.23 g) in dichloromethane (100 ml). The resulting mixture wa... Reactants: O=C1OC(=O)C2=C1CCCC2, CC(=O)O, CC(C)Oc1cc(N)c(F)cc1Cl, O. The product is CC(C)Oc1cc(N2C(=O)C3=C(CCCC3)C2=O)c(F)cc1Cl. RXN SMILES: [C:14]1(=[O:24])[C:15]2=[C:16]([C:17](=[O:18])[O:19]1)[CH2:20][CH2:21][CH2:22][CH2:23]2.[CH3:26][C:27](=[O:28])[OH:29].[Cl:1][c:2]1[cH:3][c:4]([F:13])[c:5]([NH2:6])[cH:7][c:8]1[O:9][CH:10]([CH3:11])[CH3:12].[OH2:25]>>[Cl:1][c:2]1[cH:3][c:4]([F:13])[c:5]([N:6]2[C:14](=[O:19])[C:15]3=[C:16]([C:17]2=[O:18])[CH2:20][CH2:21][CH2:22][CH2:23]3)[cH:7][c:8]1[O:9][CH:10]([CH3:11])[CH3:12]. Starting materials: CN(C)CCCOc1ccc([N+](=O)[O-])cc1, CCO, O=CO, [OH-], [OH-], [Pd+2]. The product is CN(C)CCCOc1ccc(N)cc1. RXN SMILES: [CH3:1][N:2]([CH2:3][CH2:4][CH2:5][O:6][c:7]1[cH:8][cH:9][c:10]([N+:13]([O-:14])=[O:15])[cH:11][cH:12]1)[CH3:16].[CH3:20][CH2:21][OH:22].[CH:17]([OH:18])=[O:19].[OH-:23].[OH-:25].[Pd+2:24]>>[CH3:1][N:2]([CH2:3][CH2:4][CH2:5][O:6][c:7]1[cH:8][cH:9][c:10]([NH2:13])[cH:11][cH:12]1)[CH3:16].